Dataset: the Open Reaction Database (ORD), a public repository of structured organic reaction records. Task: describe an organic reaction: reactants, conditions, products, and yield Starting materials: C(CCC)[Li] (n-Butyl lithium), C(C)(CC)[Li] (sec-butyl lithium), N1CCOCC1 (morpholine), O1C=C(C=C1)C=O (3-furaldehyde), CC(CCCCCCCCC)=O (2-undecanone), solution, ice, Cl (hydrochloric acid), solution. Run in CCCCCC (hexane), C1CCCCC1 (cyclohexane), O1CCCC1 (tetrahydrofuran). Reaction conditions: time 20 minute. Product: OC(CCCCCCCCC)(C)C1=CC(=CO1)C=O (5-(1-Hydroxy-1-methyldecyl)-3-furaldehyde). Reaction SMILES: C([Li])CCC.N1CCOCC1.[O:12]1[CH:16]=[CH:15][C:14]([CH:17]=[O:18])=[CH:13]1.C([Li])(CC)C.[CH3:24][C:25](=[O:35])[CH2:26][CH2:27][CH2:28][CH2:29][CH2:30][CH2:31][CH2:32][CH2:33][CH3:34].Cl>CCCCCC.O1CCCC1.C1CCCCC1>[OH:35][C:25]([C:16]1[O:12][CH:13]=[C:14]([CH:17]=[O:18])[CH:15]=1)([CH3:24])[CH2:26][CH2:27][CH2:28][CH2:29][CH2:30][CH2:31][CH2:32][CH2:33][CH3:34]. Procedure details: n-Butyl lithium (a 2.5M solution in hexane; 4.37 ml, 10.9 mmol) was added to a solution of morpholine (0.91 ml, 10.4 mmol) in tetrahydrofuran (40 ml) at -78° under argon. After 20 min., 3-furaldehyde (0.9 ml, 10.4 mmol) was added. After another 20 min., sec-butyl lithium (a 1.3M solution in cyclohexane; 8.4 ml, 10.9 mmol) was added dropwise and stirring continued at -78° for 7 hours before 2-undecanone (2.36 ml, 11.4 mmol) was added. Stirring was continued overnight (17 hours) while the cooling ... Reactants: BrC=1C(C(OC(C1)O)C)=O (4-bromo-6-hydroxy-2-methyl-2H-pyran-3(6H)-one), P(O)(O)(O)=O (phosphoric acid). Product: CC1=C(C(=O)C=CO1)O (Maltol). The yield is 34.0%. Reaction SMILES: Br[C:2]1[C:3](=[O:10])[CH:4]([CH3:9])[O:5][CH:6](O)[CH:7]=1.P(=O)(O)(O)[OH:12]>>[CH3:9][C:4]1[O:5][CH:6]=[CH:7][C:2](=[O:12])[C:3]=1[OH:10]. Procedure details: A solution of 4-bromo-6-hydroxy-2-methyl-2H-pyran-3(6H)-one (0.0025 mole) in 20 ml of 35% phosphoric acid was refluxed for about 5 hours. Maltol (34%) was isolated by the method of Example 1. Reactants: ICC1CCCC1 (Iodomethylcyclopentane), C(C)(C)[N-]C(C)C.[Li+] (lithium diisopropylamide), FC(C=1C=C(C=CC1)CC(=O)O)(F)F ((3-trifluoromethyl-phenyl)-acetic acid). Solvent: CN1C(N(CCC1)C)=O (1,3-dimethyl-3,4,5,6-tetrahydro-2(1H)-pyrimidinone), O1CCCC1.CN1C(N(CCC1)C)=O (tetrahydrofuran 1,3-dimethyl-3,4,5,6-tetrahydro-2(1H)-pyrimidinone). Reaction conditions: temperature -78 celsius, time 3 hour. Product: hexanes ethyl acetate, C1(CCCC1)CC(C(=O)O)C1=CC(=CC=C1)C(F)(F)F (3-cyclopentyl-2-(3-trifluoromethyl-phenyl)-propionic acid). Isolated yield 81.0%. Reaction SMILES: C([N-]C(C)C)(C)C.[Li+].[F:9][C:10]([F:22])([F:21])[C:11]1[CH:12]=[C:13]([CH2:17][C:18]([OH:20])=[O:19])[CH:14]=[CH:15][CH:16]=1.I[CH2:24][CH:25]1[CH2:29][CH2:28][CH2:27][CH2:26]1>O1CCCC1.CN1CCCN(C)C1=O.CN1CCCN(C)C1=O>[CH:25]1([CH2:24][CH:17]([C:13]2[CH:14]=[CH:15][CH:16]=[C:11]([C:10]([F:21])([F:22])[F:9])[CH:12]=2)[C:18]([OH:20])=[O:19])[CH2:29][CH2:28][CH2:27][CH2:26]1 |f:0.1,4.5|. Reported procedure: A solution of freshly prepared lithium diisopropylamide (35.32 mL of a 0.31M stock solution, 10.9 mmol) cooled to −78° C. was treated with (3-trifluoromethyl-phenyl)-acetic acid (1.02 g, 5.0 mmol) in tetrahydrofuran/1,3-dimethyl-3,4,5,6-tetrahydro-2(1H)-pyrimidinone (12.4 mL, 3:1). The resulting solution was stirred at −78° C. for 3 h. Iodomethylcyclopentane (1.16 g, 5.52 mmol) was then added in 1,3-dimethyl-3,4,5,6-tetrahydro-2(1H)-pyrimidinone (1.16 mL). The reaction mixture was stirred at −78... The reactants are Cl (hydrochloric acid), C1(=CC=CC=C1)C1=NN(C=C1CCC(=O)OCC)CC1=CC=C(C=C1)OCC=1C=NC=C(C1)C1=CC=CC=C1 (ethyl 3-[3-phenyl-1-[4-(5-phenyl-3-pyridylmethoxy)benzyl]-1H-pyrazol-4-yl]propionate), [OH-].[Na+] (sodium hydroxide), O1CCCC1 (tetrahydrofuran). Solvent: C(C)O (ethanol). Reaction conditions: time 2 hour. Yields the product C1(=CC=CC=C1)C1=NN(C=C1CCC(=O)O)CC1=CC=C(C=C1)OCC=1C=NC=C(C1)C1=CC=CC=C1 (3-[3-phenyl-1-[4-(5-phenyl-3-pyridylmethoxy)benzyl]-1H-pyrazol-4-yl]propionic acid). The yield is 82.0%. Reaction SMILES: [C:1]1([C:7]2[C:11]([CH2:12][CH2:13][C:14]([O:16]CC)=[O:15])=[CH:10][N:9]([CH2:19][C:20]3[CH:25]=[CH:24][C:23]([O:26][CH2:27][C:28]4[CH:29]=[N:30][CH:31]=[C:32]([C:34]5[CH:39]=[CH:38][CH:37]=[CH:36][CH:35]=5)[CH:33]=4)=[CH:22][CH:21]=3)[N:8]=2)[CH:6]=[CH:5][CH:4]=[CH:3][CH:2]=1.[OH-].[Na+].O1CCCC1.Cl>C(O)C>[C:1]1([C:7]2[C:11]([CH2:12][CH2:13][C:14]([OH:16])=[O:15])=[CH:10][N:9]([CH2:19][C:20]3[CH:25]=[CH:24][C:23]([O:26][CH2:27][C:28]4[CH:29]=[N:30][CH:31]=[C:32]([C:34]5[CH:39]=[CH:38][CH:37]=[CH:36][CH:35]=5)[CH:33]=4)=[CH:22][CH:21]=3)[N:8]=2)[CH:2]=[CH:3][CH:4]=[CH:5][CH:6]=1 |f:1.2|. Procedure: After a mixture of ethyl 3-[3-phenyl-1-[4-(5-phenyl-3-pyridylmethoxy)benzyl]-1H-pyrazol-4-yl]propionate (980 mg), 1N aqueous sodium hydroxide solution (4 ml), tetrahydrofuran (10 ml) and ethanol (10 ml) was stirred at room temperature for 2 hours, 1 N hydrochloric acid (4 ml) was added to the mixture, and then the mixture was extracted with ethyl acetate. The ethyl acetate layer was washed with saturated aqueous sodium chloride solution, dried (MgSO4) and concentrated. The resulting colorless cr...